From a dataset of the Open Reaction Database (ORD), a public repository of structured organic reaction records. describe an organic reaction: reactants, conditions, products, and yield Solvent: CN(C)C=O (DMF). As a reaction SMILES: [CH:1]1([N:6]2[CH2:12][C:11]3([CH2:15][CH2:14][CH2:13]3)[C:10](=[O:16])[N:9]([CH3:17])[C:8]3[CH:18]=[N:19][C:20]([NH:22][C:23]4[CH:31]=[CH:30][C:26]([C:27](O)=[O:28])=[CH:25][C:24]=4[F:32])=[N:21][C:7]2=3)[CH2:5][CH2:4][CH2:3][CH2:2]1.CCN(C(C)C)C(C)C.CN(C(ON1N=NC2C=CC=CC1=2)=[N+](C)C)C.[B-](F)(F)(F)F.[NH2:64][N:65]1[CH2:70][CH2:69][N:68]([CH3:71])[CH2:67][CH2:66]1>CN(C=O)C>[CH:1]1([N:6]2[CH2:12][C:11]3([CH2:13][CH2:14][CH2:15]3)[C:10](=[O:16])[N:9]([CH3:17])[C:8]3[CH:18]=[N:19][C:20]([NH:22][C:23]4[CH:31]=[CH:30][C:26]([C:27]([NH:64][N:65]5[CH2:70][CH2:69][N:68]([CH3:71])[CH2:67][CH2:66]5)=[O:28])=[CH:25][C:24]=4[F:32])=[N:21][C:7]2=3)[CH2:2][CH2:3][CH2:4][CH2:5]1 |f:2.3|. The reactants are C1(CCCC1)N1C2=C(N(C(C3(C1)CCC3)=O)C)C=NC(=N2)NC2=C(C=C(C(=O)O)C=C2)F (4-(9′-Cyclopentyl-5′-methyl-6′-oxo-5′,6′,8′,9′-tetrahydrospiro[cyclobutane-1,7′-pyrimido[4,5-b][1,4]diazepine]-2′-ylamino)-3-fluorobenzoic acid), C1(CCCC1)N1C2=C(N(C(C3(C1)CCC3)=O)C)C=NC(=N2)NC2=C(C=C(C(=O)O)C=C2)F (4-(9′-Cyclopentyl-5′-methyl-6′-oxo-5′,6′,8′,9′-tetrahydrospiro[cyclobutane-1,7′-pyrimido[4,5-b][1,4]diazepine]-2′-ylamino)-3-fluorobenzoic acid), CCN(C(C)C)C(C)C (DIPEA), CN(C)C(=[N+](C)C)ON1C2=C(C=CC=C2)N=N1.[B-](F)(F)(F)F (TBTU), NN1CCN(CC1)C (1-amino-4-methylpiperazine). Conditions: time 1 hour. Procedure details: 4-(9′-Cyclopentyl-5′-methyl-6′-oxo-5′,6′,8′,9′-tetrahydrospiro[cyclobutane-1,7′-pyrimido[4,5-b][1,4]diazepine]-2′-ylamino)-3-fluorobenzoic acid (Intermediate 10) (100 mg, 0.23 mmol, 1 eq), DIPEA (80 μl, 0.46 mmol, 2 eq) and TBTU (80 mg, 0.25 mmol, 1.1 eq) were added to 1 mL DMF and the resulting solution stirred at rt for 10 min before the addition of 1-amino-4-methylpiperazine (33 μL, 0.27 mmol, 1.2 eq). The RM was then stirred at rt for 1 hour before splitting into two equal batches and purify... Yields the product C1(CCCC1)N1C2=C(N(C(C3(C1)CCC3)=O)C)C=NC(=N2)NC2=C(C=C(C(=O)NN3CCN(CC3)C)C=C2)F (4-(9′-cyclopentyl-5′-methyl-6′-oxo-5′,6′,8′,9′-tetrahydrospiro[cyclobutane-1,7′-pyrimido[4,5-b][1,4]diazepine]-2′-ylamino)-3-fluoro-N-(4-methylpiperazin-1-yl)benzamide). Yield: 40.5%. Starting materials: OC1=CC=CC=2C(CCCC12)=O (1-hydroxy-5-oxo-5,6,7,8-tetrahydronaphthalene), C([O-])([O-])=O.[K+].[K+] (potassium carbonate), BrCC(=O)OC (methyl bromoacetate). Solvent: C(C)#N (acetonitrile). Run at time 3.5 hour. The product is COC(=O)COC1=CC=CC=2C(CCCC12)=O (1-methoxycarbonylmethoxy-5-oxo-5,6,7,8-tetrahydronaphthalene). Reaction SMILES: [OH:1][C:2]1[C:11]2[CH2:10][CH2:9][CH2:8][C:7](=[O:12])[C:6]=2[CH:5]=[CH:4][CH:3]=1.C(=O)([O-])[O-].[K+].[K+].Br[CH2:20][C:21]([O:23][CH3:24])=[O:22]>C(#N)C>[CH3:24][O:23][C:21]([CH2:20][O:1][C:2]1[C:11]2[CH2:10][CH2:9][CH2:8][C:7](=[O:12])[C:6]=2[CH:5]=[CH:4][CH:3]=1)=[O:22] |f:1.2.3|. Procedure: A mixture of 1-hydroxy-5-oxo-5,6,7,8-tetrahydronaphthalene (10 g), potassium carbonate (9.4 g), methyl bromoacetate (6.2 ml) in acetonitrile (250 ml) was refluxed with stirring for 3.5 hours. The mixture was filtered off and the filtrate was evaporated in vacuo. The residue was partitioned between ethyl acetate and water. The separated organic layer was wasted with 1N-hydrochloric acid, 1N-sodium hydroxide, brine, dried over magnesium sulfate and evaporated in vacuo. The residue was suspended in... Reactants: C(C)(C)N1N=CN=C1C=1C=C2CCOC3=C(N2N1)C=C(C=C3)C(=O)O (2-(2-isopropyl-2H-[1,2,4]triazol-3-yl)-4,5-dihydro-6-oxa-1,10b-diaza-benzo[e]azulene-9-carboxylic acid), C([O-])([O-])=O (carbonate), NC1CN(C1)C(=O)OC(C)(C)C (1,1-dimethylethyl 3-aminoazetidine-1-carboxylate), crude product. The solvent is C(Cl)Cl (DCM). Reaction conditions: time 1.5 hour. The product is N1CC(C1)NC(=O)C1=CC2=C(OCCC=3N2N=C(C3)C3=NC=NN3C(C)C)C=C1 (N-(azetidin-3-yl)-2-(1-isopropyl-1H-1,2,4-triazol-5-yl)-4,5-dihydrobenzo[b]pyrazolo[1,5-d][1,4]oxazepine-9-carboxamide). Reaction SMILES: [CH:1]([N:4]1[C:8]([C:9]2[CH:10]=[C:11]3[N:17]([N:18]=2)[C:16]2[CH:19]=[C:20]([C:23]([OH:25])=O)[CH:21]=[CH:22][C:15]=2[O:14][CH2:13][CH2:12]3)=[N:7][CH:6]=[N:5]1)([CH3:3])[CH3:2].[NH2:26][CH:27]1[CH2:30][N:29](C(OC(C)(C)C)=O)[CH2:28]1.C(=O)([O-])[O-]>C(Cl)Cl>[NH:29]1[CH2:30][CH:27]([NH:26][C:23]([C:20]2[CH:21]=[CH:22][C:15]3[O:14][CH2:13][CH2:12][C:11]4[N:17]([N:18]=[C:9]([C:8]5[N:4]([CH:1]([CH3:2])[CH3:3])[N:5]=[CH:6][N:7]=5)[CH:10]=4)[C:16]=3[CH:19]=2)=[O:25])[CH2:28]1. Procedure details: Following the procedure for 126, 2-(2-isopropyl-2H-[1,2,4]triazol-3-yl)-4,5-dihydro-6-oxa-1,10b-diaza-benzo[e]azulene-9-carboxylic acid was reacted with 1,1-dimethylethyl 3-aminoazetidine-1-carboxylate then the crude product was suspended in DCM and treated with MP carbonate resin and stirred for 1.5 h. The mixture was filtered, the filtrate concentrated in vacuo and the resultant residue triturated in diethyl ether to give 156 as a white solid. 1H NMR (400 MHz, DMSO-d6): δ 9.11 (d, J=6.84 Hz, 1... Reaction SMILES: [CH3:1][N:2]1[C:10]2[C:5](=[CH:6][C:7]([S:11]([N:14]3[CH2:18][CH2:17][CH2:16][C@H:15]3[CH2:19][O:20][C:21]3[CH:26]=[CH:25][CH:24]=[CH:23][CH:22]=3)(=[O:13])=[O:12])=[CH:8][CH:9]=2)[C:4](=[O:27])[C:3]1=[O:28].[CH3:29][S:30][C:31]1[CH:38]=[CH:37][C:34](CBr)=[CH:33][CH:32]=1>>[CH3:29][S:30][C:31]1[CH:38]=[CH:37][C:34]([CH2:1][N:2]2[C:10]3[C:5](=[CH:6][C:7]([S:11]([N:14]4[CH2:18][CH2:17][CH2:16][C@H:15]4[CH2:19][O:20][C:21]4[CH:26]=[CH:25][CH:24]=[CH:23][CH:22]=4)(=[O:12])=[O:13])=[CH:8][CH:9]=3)[C:4](=[O:27])[C:3]2=[O:28])=[CH:33][CH:32]=1. Product: CSC1=CC=C(CN2C(C(C3=CC(=CC=C23)S(=O)(=O)N2[C@@H](CCC2)COC2=CC=CC=C2)=O)=O)C=C1 ((S)-1-(4-Methylthiobenzyl)-5-(2-phenoxymethyl-pyrrolidine-1-sulfonyl)-1H-indole-2,3-dione). Procedure: (S)-1-(4-Methylthiobenzyl)-5-(2-phenoxymethyl-pyrrolidine-1-sulfonyl)-1H-indole-2,3-dione (11d) was prepared according to the same procedure for compound 11a, except using 4-methylthiobenzyl bromide, and purified with hexanesether (1:2) to afford 152 mg (64%) of 11d as a yellow solid, mp 175.4-176.8° C. 1H NMR (300 MHz, CDCl3) δ 8.05 (s, 1H), 7.99 (d, J=10.5 Hz, 1H), 7.27 (m, 6H), 6.96 (t, J=7.2 Hz, 1H), 6.86 (t, J=8.1 Hz, 3H), 4.90 (s, 2H), 4.19 (d, J=8.7 Hz, 1H), 3.96 (m, 2H), 3.53 (m, 1H), 3.... Isolated yield 64.0%. Starting materials: CN1C(C(C2=CC(=CC=C12)S(=O)(=O)N1[C@@H](CCC1)COC1=CC=CC=C1)=O)=O ((S)-1-Methyl-5-(2-phenoxymethyl-pyrrolidine-1-sulfonyl)-1H-indole-2,3-dione), CSC1=CC=C(CBr)C=C1 (4-methylthiobenzyl bromide). Starting materials: FC1=CC=C(C=C1)C1C(=C(N=C(N1C(=O)OC1=CC=C(C=C1)[N+](=O)[O-])OC)C)C(=O)OC (5-methyl 1-(4-nitrophenyl) 6-(4-fluorophenyl)-2-methoxy-4-methyl-1,5(6H)-pyrimidinedicarboxylate), C(=O)([O-])[O-].[K+].[K+] (K2CO3), NCCCC(=O)OC(C)(C)C (tert-butyl 4-aminobutanoate). Solvent: CO.C(Cl)Cl (CH3OH CH2Cl2). Conditions: time 1 hour. Yields the product C(C)(C)(C)OC(CCCNC(=O)N1C(=NC(=C(C1C1=CC=C(C=C1)F)C(=O)OC)C)OC)=O (METHYL 1-{[(4-TERT-BUTOXY-4-OXOBUTYL)AMINO]CARBONYL}-6-(4-FLUOROPHENYL)-2-METHOXY-4-METHYL-1,6-DIHYDRO-5-PYRIMIDINECARBOXYLATE). Isolated yield 99460.8%. Reaction SMILES: [F:1][C:2]1[CH:7]=[CH:6][C:5]([CH:8]2[N:13]([C:14](OC3C=CC([N+]([O-])=O)=CC=3)=[O:15])[C:12]([O:26][CH3:27])=[N:11][C:10]([CH3:28])=[C:9]2[C:29]([O:31][CH3:32])=[O:30])=[CH:4][CH:3]=1.C([O-])([O-])=O.[K+].[K+].[NH2:39][CH2:40][CH2:41][CH2:42][C:43]([O:45][C:46]([CH3:49])([CH3:48])[CH3:47])=[O:44]>CO.C(Cl)Cl>[C:46]([O:45][C:43](=[O:44])[CH2:42][CH2:41][CH2:40][NH:39][C:14]([N:13]1[CH:8]([C:5]2[CH:4]=[CH:3][C:2]([F:1])=[CH:7][CH:6]=2)[C:9]([C:29]([O:31][CH3:32])=[O:30])=[C:10]([CH3:28])[N:11]=[C:12]1[O:26][CH3:27])=[O:15])([CH3:49])([CH3:47])[CH3:48] |f:1.2.3,5.6|. Procedure: To a solution of 5-methyl 1-(4-nitrophenyl) 6-(4-fluorophenyl)-2-methoxy-4-methyl-1,5(6H)-pyrimidinedicarboxylate (88.7 mg, 0.200 mmol) and K2CO3 (41.5 mg, 0.300 mmol) in CH3OH/CH2Cl2 (0.1/2.0 mL) was added tert-butyl 4-aminobutanoate (31.8 mg, 0.200 mmol). After stirring at rt for 1 h, the mixture was washed with saturated Na2CO3 and brine. The organic layer was dried over MgSO4 and concentrated in vacuo. The crude material was purified by flash chromatography (5%-10% 2 M NH3/MeOH in 50% EtOAc/...